From a dataset of the Open Reaction Database (ORD), a public repository of structured organic reaction records. describe an organic reaction: reactants, conditions, products, and yield Starting materials: NC(=O)C=1C=C(C=C2C(=NNC12)C1CCN(CC1)C(=O)OC(C)(C)C)Br (1,1-dimethylethyl 4-[7-(aminocarbonyl)-5-bromo-1H-indazol-3-yl]-1-piperidinecarboxylate), NC(=O)C=1C=C(C=C2C(=NNC12)C1CCN(CC1)C(=O)OC(C)(C)C)Br (1,1-dimethylethyl 4-[7-(aminocarbonyl)-5-bromo-1H-indazol-3-yl]-1-piperidinecarboxylate), CC1(OB(OC1(C)C)C1=CC=C(C=C1)NC(C)=O)C (N-[4-(4,4,5,5-tetramethyl-1,3,2-dioxaborolan-2-yl)phenyl]acetamide), C([O-])([O-])=O.[Cs+].[Cs+] (cesium carbonate). The reagents and catalysts are C=1C=CC(=CC1)[P](C=2C=CC=CC2)(C=3C=CC=CC3)[Pd]([P](C=4C=CC=CC4)(C=5C=CC=CC5)C=6C=CC=CC6)([P](C=7C=CC=CC7)(C=8C=CC=CC8)C=9C=CC=CC9)[P](C=1C=CC=CC1)(C=1C=CC=CC1)C=1C=CC=CC1 (Pd(PPh3)4). Solvent: O1CCOCC1.O (dioxane water). The product is C(C)(=O)NC1=CC=C(C=C1)C=1C=C2C(=NNC2=C(C1)C(=O)N)C1CCN(CC1)C(=O)OC(C)(C)C (1,1-dimethylethyl 4-[5-[4-(acetylamino)phenyl]-7-(aminocarbonyl)-1H-indazol-3-yl]-1-piperidinecarboxylate). As a reaction SMILES: [NH2:1][C:2]([C:4]1[CH:5]=[C:6](Br)[CH:7]=[C:8]2[C:12]=1[NH:11][N:10]=[C:9]2[CH:13]1[CH2:18][CH2:17][N:16]([C:19]([O:21][C:22]([CH3:25])([CH3:24])[CH3:23])=[O:20])[CH2:15][CH2:14]1)=[O:3].CC1(C)C(C)(C)OB([C:35]2[CH:40]=[CH:39][C:38]([NH:41][C:42](=[O:44])[CH3:43])=[CH:37][CH:36]=2)O1.C(=O)([O-])[O-].[Cs+].[Cs+]>O1CCOCC1.O.C1C=CC([P]([Pd]([P](C2C=CC=CC=2)(C2C=CC=CC=2)C2C=CC=CC=2)([P](C2C=CC=CC=2)(C2C=CC=CC=2)C2C=CC=CC=2)[P](C2C=CC=CC=2)(C2C=CC=CC=2)C2C=CC=CC=2)(C2C=CC=CC=2)C2C=CC=CC=2)=CC=1>[C:42]([NH:41][C:38]1[CH:39]=[CH:40][C:35]([C:6]2[CH:7]=[C:8]3[C:12](=[C:4]([C:2]([NH2:1])=[O:3])[CH:5]=2)[NH:11][N:10]=[C:9]3[CH:13]2[CH2:18][CH2:17][N:16]([C:19]([O:21][C:22]([CH3:25])([CH3:24])[CH3:23])=[O:20])[CH2:15][CH2:14]2)=[CH:36][CH:37]=1)(=[O:44])[CH3:43] |f:2.3.4,5.6,^1:62,64,83,102|. Reported procedure: Following the general procedure of Example 66, a mixture of 1,1-dimethylethyl 4-[7-(aminocarbonyl)-5-bromo-1H-indazol-3-yl]-1-piperidinecarboxylate (Intermediate 5) (30 mg, 0.07 mmols), N-[4-(4,4,5,5-tetramethyl-1,3,2-dioxaborolan-2-yl)phenyl]acetamide (55 mg, 0.21 mmols), cesium carbonate (150 mg), and Pd(PPh3)4 (10 mg) in dioxane/water (3/1, 4 mL) were reacted to give the title compound.